This data is from the Open Reaction Database (ORD), a public repository of structured organic reaction records. The task is: describe an organic reaction: reactants, conditions, products, and yield Reactants: OC(CBr)c1csc(C(F)(F)F)n1, [Na+], C1CCOC1, [OH-], O. Yields the product FC(F)(F)c1nc(C2CO2)cs1. RXN SMILES: [Br:3][CH2:4][CH:5]([OH:6])[c:7]1[n:8][c:9]([C:12]([F:13])([F:14])[F:15])[s:10][cH:11]1.[Na+:2].[O:16]1[CH2:17][CH2:18][CH2:19][CH2:20]1.[OH-:1].[OH2:21]>>[CH2:4]1[CH:5]([c:7]2[n:8][c:9]([C:12]([F:13])([F:14])[F:15])[s:10][cH:11]2)[O:6]1. Reactants: BrCc1ccccc1, O=C([O-])[O-], [K+], [K+], CN(C)C=O, O, N#CCCc1ccc(O)cc1. The product is N#CCCc1ccc(OCc2ccccc2)cc1. As a reaction SMILES: [Br:12][CH2:13][c:14]1[cH:15][cH:16][cH:17][cH:18][cH:19]1.[C:20](=[O:21])([O-:22])[O-:23].[K+:24].[K+:25].[O:27]=[CH:28][N:29]([CH3:30])[CH3:31].[OH2:26].[OH:1][c:2]1[cH:3][cH:4][c:5]([CH2:8][CH2:9][C:10]#[N:11])[cH:6][cH:7]1>>[O:1]([c:2]1[cH:3][cH:4][c:5]([CH2:8][CH2:9][C:10]#[N:11])[cH:6][cH:7]1)[CH2:13][c:14]1[cH:15][cH:16][cH:17][cH:18][cH:19]1. Reactants: NC1=C(C=C(C=C1)CCNC(CC1=CC(=C(C(=C1)Br)OC)Br)=O)OCC1=CC=CC=C1 (N-[2-(4-amino-3-benzyloxy-phenyl)-ethyl]-2-(3,5-dibromo-4-methoxy-phenyl)-acetamide), C1(=CC=C(C=C1)S(=O)(=O)Cl)C (p-toluenesulfonyl chloride), N1=CC=CC=C1 (pyridine). Run in C(Cl)Cl (methylene chloride). Reaction conditions: time 54 hour. The product is C(C1=CC=CC=C1)OC=1C=C(C=CC1NS(=O)(=O)C1=CC=C(C=C1)C)CCNC(CC1=CC(=C(C(=C1)Br)OC)Br)=O (N-{2-[3-benzyloxy-4-(toluene-4-sulfonylamino)-phenyl]-ethyl}-2-(3,5-dibromo-4-methoxy-phenyl)-acetamide). RXN SMILES: [NH2:1][C:2]1[CH:7]=[CH:6][C:5]([CH2:8][CH2:9][NH:10][C:11](=[O:23])[CH2:12][C:13]2[CH:18]=[C:17]([Br:19])[C:16]([O:20][CH3:21])=[C:15]([Br:22])[CH:14]=2)=[CH:4][C:3]=1[O:24][CH2:25][C:26]1[CH:31]=[CH:30][CH:29]=[CH:28][CH:27]=1.[C:32]1([CH3:42])[CH:37]=[CH:36][C:35]([S:38](Cl)(=[O:40])=[O:39])=[CH:34][CH:33]=1.N1C=CC=CC=1>C(Cl)Cl>[CH2:25]([O:24][C:3]1[CH:4]=[C:5]([CH2:8][CH2:9][NH:10][C:11](=[O:23])[CH2:12][C:13]2[CH:18]=[C:17]([Br:19])[C:16]([O:20][CH3:21])=[C:15]([Br:22])[CH:14]=2)[CH:6]=[CH:7][C:2]=1[NH:1][S:38]([C:35]1[CH:36]=[CH:37][C:32]([CH3:42])=[CH:33][CH:34]=1)(=[O:40])=[O:39])[C:26]1[CH:27]=[CH:28][CH:29]=[CH:30][CH:31]=1. Procedure: To a solution of N-[2-(4-amino-3-benzyloxy-phenyl)-ethyl]-2-(3,5-dibromo-4-methoxy-phenyl)-acetamide (0.836 g, 0.00152 mol) and p-toluenesulfonyl chloride (0.440 g, 0.00231 mol) in 40 mL of methylene chloride qas added 4 mL of pyridine. The reaction mixture was stirred for 54 h at room temperature, washed with 1N HCl, 1N NaOH solutions, dried over Na2SO4 and evaporated. A residue was crystallized from ethyl acetate-hexanes mixture. Yield 0.933 g (87%). Reactants: OCC(CNC1=C(C=C(C=C1)S(=O)(=O)N)[N+](=O)[O-])(C)C (4-(3-hydroxy-2,2-dimethylpropylamino)-3-nitrobenzenesulfonamide), C(C)(C)N(P(OC(C)(C)C)OC(C)(C)C)C(C)C (di-tert-butyl diisopropylphosphoramidite), N1N=NN=C1 (1H-tetrazole), OO (Hydrogen peroxide), Ice water, S([O-])(O)(=O)=O.[Na+] (sodium bisulfate). Solvent: O1CCCC1 (tetrahydrofuran). Reaction conditions: time 1.5 hour. Product: P(=O)(OC(C)(C)C)(OC(C)(C)C)OCC(CNC1=C(C=C(C=C1)S(N)(=O)=O)[N+](=O)[O-])(C)C (di-tert-butyl 2,2-dimethyl-3-(2-nitro-4-sulfamoylphenylamino)propyl phosphate). As a reaction SMILES: [OH:1][CH2:2][C:3]([CH3:20])([CH3:19])[CH2:4][NH:5][C:6]1[CH:11]=[CH:10][C:9]([S:12]([NH2:15])(=[O:14])=[O:13])=[CH:8][C:7]=1[N+:16]([O-:18])=[O:17].C(N(C(C)C)[P:25]([O:31][C:32]([CH3:35])([CH3:34])[CH3:33])[O:26][C:27]([CH3:30])([CH3:29])[CH3:28])(C)C.N1C=NN=N1.OO.S(=O)(=O)(O)[O-:47].[Na+]>O1CCCC1>[P:25]([O:1][CH2:2][C:3]([CH3:20])([CH3:19])[CH2:4][NH:5][C:6]1[CH:11]=[CH:10][C:9]([S:12](=[O:13])(=[O:14])[NH2:15])=[CH:8][C:7]=1[N+:16]([O-:18])=[O:17])([O:26][C:27]([CH3:28])([CH3:29])[CH3:30])([O:31][C:32]([CH3:33])([CH3:34])[CH3:35])=[O:47] |f:4.5|. Procedure details: To a solution of EXAMPLE 4A (540 mg) in tetrahydrofuran (5 ml) was added di-tert-butyl diisopropylphosphoramidite (0.84 ml) and 0.45 M 1H-tetrazole (7.91 ml) at 0° C. The mixture was stirred at room temperature for 1.5 hours and cooled to 0° C. 30% Hydrogen peroxide (0.82 ml) was added. The mixture was stirred at room temperature for 30 minutes. Ice water and sodium bisulfate (1.1 g) were added. The resulting mixture was diluted with dicholormethane and the organic layer was washed with water ex... Reactants: CC(=O)OC1CC(=O)N1, COCCOCC(O)=S, [K+], N#N, [OH-], O. The product is COCCOCC(=S)OC1CC(=O)N1. Reaction SMILES: [C:10]([O:11][CH:14]1[CH2:15][C:16](=[O:18])[NH:17]1)(=[O:12])[CH3:13].[CH3:1][O:2][CH2:3][CH2:4][O:5][CH2:6][C:7](=[S:8])[OH:9].[K+:22].[N:19]#[N:20].[OH-:21].[OH2:23]>>[CH3:1][O:2][CH2:3][CH2:4][O:5][CH2:6][C:7](=[S:8])[O:9][CH:14]1[CH2:15][C:16](=[O:18])[NH:17]1. The reactants are CCN, CCN(C(C)C)C(C)C, O=C(Cl)OCc1ccccc1, ClCCl. Yields the product CCNC(=O)OCc1ccccc1. As a reaction SMILES: [CH3:1][CH2:2][NH2:3].[CH:4]([N:5]([CH:6]([CH3:7])[CH3:8])[CH2:9][CH3:10])([CH3:11])[CH3:12].[Cl:13][C:14](=[O:15])[O:16][CH2:17][c:18]1[cH:19][cH:20][cH:21][cH:22][cH:23]1.[Cl:24][CH2:25][Cl:26]>>[CH3:1][CH2:2][NH:3][C:14](=[O:15])[O:16][CH2:17][c:18]1[cH:19][cH:20][cH:21][cH:22][cH:23]1. The reactants are CC(C)(C)c1ccc(S(=O)(=O)Cl)cc1, ClCCl, COC(=O)c1sccc1N, c1ccncc1. Yields the product COC(=O)c1sccc1NS(=O)(=O)c1ccc(C(C)(C)C)cc1. RXN SMILES: [C:11]([CH3:12])([CH3:13])([CH3:14])[c:15]1[cH:16][cH:17][c:18]([S:21](=[O:22])(=[O:23])[Cl:24])[cH:19][cH:20]1.[Cl:31][CH2:32][Cl:33].[NH2:1][c:2]1[c:3]([C:7](=[O:8])[O:9][CH3:10])[s:4][cH:5][cH:6]1.[cH:25]1[cH:26][cH:27][n:28][cH:29][cH:30]1>>[NH:1]([c:2]1[c:3]([C:7](=[O:8])[O:9][CH3:10])[s:4][cH:5][cH:6]1)[S:21]([c:18]1[cH:17][cH:16][c:15]([C:11]([CH3:12])([CH3:13])[CH3:14])[cH:20][cH:19]1)(=[O:22])=[O:23].